From a dataset of the Open Reaction Database (ORD), a public repository of structured organic reaction records. describe an organic reaction: reactants, conditions, products, and yield Reactants: CC(C)(C)OC(=O)NCc1cc(I)c(N)cc1Cl, ClCCl, CS(=O)(=O)Cl, Cl, [Na+], [OH-]. The product is CC(C)(C)OC(=O)NCc1cc(I)c(NS(C)(=O)=O)cc1Cl. As a reaction SMILES: [C:1]([CH3:2])([CH3:3])([CH3:4])[O:5][C:6]([NH:7][CH2:8][c:9]1[c:10]([Cl:17])[cH:11][c:12]([NH2:16])[c:13]([I:15])[cH:14]1)=[O:18].[CH2:27]([Cl:28])[Cl:29].[CH3:19][S:20](=[O:21])(=[O:22])[Cl:23].[ClH:26].[Na+:25].[OH-:24]>>[C:1]([CH3:2])([CH3:3])([CH3:4])[O:5][C:6]([NH:7][CH2:8][c:9]1[c:10]([Cl:17])[cH:11][c:12]([NH:16][S:20]([CH3:19])(=[O:21])=[O:22])[c:13]([I:15])[cH:14]1)=[O:18]. Reactants: C(C)(=O)[O-].[Na+] (sodium acetate), C(C1=CC=CC=C1)=CC(=O)C=CC1=CC=CC=C1 (dibenzylideneacetone), [Pd] (palladium). The product is C=1C=CC(=CC1)/C=C/C(=O)/C=C/C2=CC=CC=C2.C=1C=CC(=CC1)/C=C/C(=O)/C=C/C2=CC=CC=C2.C=1C=CC(=CC1)/C=C/C(=O)/C=C/C2=CC=CC=C2.[Pd].[Pd] (Pd2DBA3). RXN SMILES: C([O-])(=O)C.[Na+].[CH:6](=[CH:13][C:14]([CH:16]=[CH:17][C:18]1[CH:23]=[CH:22][CH:21]=[CH:20][CH:19]=1)=[O:15])[C:7]1[CH:12]=[CH:11][CH:10]=[CH:9][CH:8]=1.[Pd:24]>>[CH:21]1[CH:20]=[CH:19][C:18](/[CH:17]=[CH:16]/[C:14](/[CH:13]=[CH:6]/[C:7]2[CH:12]=[CH:11][CH:10]=[CH:9][CH:8]=2)=[O:15])=[CH:23][CH:22]=1.[CH:21]1[CH:20]=[CH:19][C:18](/[CH:17]=[CH:16]/[C:14](/[CH:13]=[CH:6]/[C:7]2[CH:12]=[CH:11][CH:10]=[CH:9][CH:8]=2)=[O:15])=[CH:23][CH:22]=1.[CH:21]1[CH:20]=[CH:19][C:18](/[CH:17]=[CH:16]/[C:14](/[CH:13]=[CH:6]/[C:7]2[CH:12]=[CH:11][CH:10]=[CH:9][CH:8]=2)=[O:15])=[CH:23][CH:22]=1.[Pd:24].[Pd:24] |f:0.1,4.5.6.7.8|. Reaction conditions: temperature 55 celsius. Procedure details: An example of such a catalyst complex has the structure Pd2DBA3.CHCl3, in which DBA is dibenzylideneacetone. This complex is formed by the addition of palladium (II) chloride to a methanol solution containing sodium acetate and dibenzylideneacetone. The reaction mixture was warmed to 55° C. for one hour to form a precipitate, noting that excessive heating causes decomposition of the complex to palladium metal. The precipitate and catalyst precursor is filtered from the methanol and redissolved i... Reactants: C1(=CC=CC=C1)P(=O)(C1=CC=CC=C1)Cl (diphenylphosphinic chloride), C(\C=C(/C)\CCC=C(C)C)OC=1C=C(C(=O)O)C=CC1OC (3-geranyloxy-4-methoxybenzoic acid), NCC1N(CCC1)CC (2-aminomethyl-1-ethylpyrrolidine). Run in C(C)N(CC)CC (triethylamine), C(Cl)(Cl)Cl (chloroform). Conditions: time 15 minute. Product: C(C)N1C(CCC1)CNC(C1=CC(=C(C=C1)OC)OC\C=C(/C)\CCC=C(C)C)=O (1-ethyl-2-(3-geranyloxy-4-methoxybenzoylaminomethyl)pyrrolidine). Yield: 71.0%. As a reaction SMILES: [CH2:1]([O:11][C:12]1[CH:13]=[C:14]([CH:18]=[CH:19][C:20]=1[O:21][CH3:22])[C:15]([OH:17])=O)/[CH:2]=[C:3](/[CH2:5][CH2:6][CH:7]=[C:8]([CH3:10])[CH3:9])\[CH3:4].C1(P(Cl)(C2C=CC=CC=2)=O)C=CC=CC=1.[NH2:38][CH2:39][CH:40]1[CH2:44][CH2:43][CH2:42][N:41]1[CH2:45][CH3:46]>C(Cl)(Cl)Cl.C(N(CC)CC)C>[CH2:45]([N:41]1[CH2:42][CH2:43][CH2:44][CH:40]1[CH2:39][NH:38][C:15](=[O:17])[C:14]1[CH:18]=[CH:19][C:20]([O:21][CH3:22])=[C:12]([O:11][CH2:1]/[CH:2]=[C:3](/[CH2:5][CH2:6][CH:7]=[C:8]([CH3:9])[CH3:10])\[CH3:4])[CH:13]=1)[CH3:46]. Reported procedure: 3-geranyloxy-4-methoxybenzoic acid(1.52 g) was dissolved in chloroform (50 ml) and triethylamine (1.4 ml), and then diphenylphosphinic chloride(1.0 ml) was added thereto while being cooled with ice. After being stirred for 15 minutes, the mixture, with 2-aminomethyl-1-ethylpyrrolidine(0.7 ml) added thereto, was stirred for 1.5 hours at room temperature. The reaction mixture was washed with saturated sodium hydrogencarbonate aqueous solution and saturated brine successively, dried over sodium sul... Reactants: COC(=O)CC(O)C1(NC(=O)C(CSC(c2ccccc2)(c2ccccc2)c2ccccc2)NC(=O)C(CCC(=O)OC(C)(C)C)NC(=O)CC(O)C=CCCSC(c2ccccc2)(c2ccccc2)c2ccccc2)CC1, C1CCOC1, [Li+], [OH-], O. Yields the product CC(C)(C)OC(=O)CCC(NC(=O)CC(O)C=CCCSC(c1ccccc1)(c1ccccc1)c1ccccc1)C(=O)NC(CSC(c1ccccc1)(c1ccccc1)c1ccccc1)C(=O)NC1(C(O)CC(=O)O)CC1. As a reaction SMILES: [C:1]([CH3:2])([CH3:3])([CH3:4])[O:5][C:6]([CH2:7][CH2:8][CH:9]([NH:10][C:11]([CH2:12][CH:13]([CH:14]=[CH:15][CH2:16][CH2:17][S:18][C:19]([c:20]1[cH:21][cH:22][cH:23][cH:24][cH:25]1)([c:26]1[cH:27][cH:28][cH:29][cH:30][cH:31]1)[c:32]1[cH:33][cH:34][cH:35][cH:36][cH:37]1)[OH:38])=[O:39])[C:40]([NH:41][CH:42]([CH2:43][S:44][C:45]([c:46]1[cH:47][cH:48][cH:49][cH:50][cH:51]1)([c:52]1[cH:53][cH:54][cH:55][cH:56][cH:57]1)[c:58]1[cH:59][cH:60][cH:61][cH:62][cH:63]1)[C:64]([NH:65][C:66]1([CH:69]([CH2:70][C:71](=[O:72])[O:73][CH3:74])[OH:75])[CH2:67][CH2:68]1)=[O:76])=[O:77])=[O:78].[CH2:81]1[O:82][CH2:83][CH2:84][CH2:85]1.[Li+:80].[OH-:79].[OH2:86]>>[C:1]([CH3:2])([CH3:3])([CH3:4])[O:5][C:6]([CH2:7][CH2:8][CH:9]([NH:10][C:11]([CH2:12][CH:13]([CH:14]=[CH:15][CH2:16][CH2:17][S:18][C:19]([c:20]1[cH:21][cH:22][cH:23][cH:24][cH:25]1)([c:26]1[cH:27][cH:28][cH:29][cH:30][cH:31]1)[c:32]1[cH:33][cH:34][cH:35][cH:36][cH:37]1)[OH:38])=[O:39])[C:40]([NH:41][CH:42]([CH2:43][S:44][C:45]([c:46]1[cH:47][cH:48][cH:49][cH:50][cH:51]1)([c:52]1[cH:53][cH:54][cH:55][cH:56][cH:57]1)[c:58]1[cH:59][cH:60][cH:61][cH:62][cH:63]1)[C:64]([NH:65][C:66]1([CH:69]([CH2:70][C:71](=[O:72])[OH:73])[OH:75])[CH2:67][CH2:68]1)=[O:76])=[O:77])=[O:78]. Starting materials: C(CCC)(=O)C=1C=NC2=C(C=CC=C2C1Cl)OCCCSC (3-butyryl-4-chloro-8-(3-methylthiopropoxy)quinoline), CC1=C(N)C=CC=C1 (2-methylaniline). Solvent: C1(=CC=CC=C1)C (toluene). Reaction conditions: temperature 55 celsius, time 8 hour. The product is C(CCC)(=O)C=1C=NC2=C(C=CC=C2C1NC1=C(C=CC=C1)C)OCCCSC (3-butyryl-4-(2-methylphenylamino)-8-(3-methylthiopropoxy)quinoline). Yield: 80.8%. RXN SMILES: [C:1]([C:6]1[CH:7]=[N:8][C:9]2[C:14]([C:15]=1Cl)=[CH:13][CH:12]=[CH:11][C:10]=2[O:17][CH2:18][CH2:19][CH2:20][S:21][CH3:22])(=[O:5])[CH2:2][CH2:3][CH3:4].[CH3:23][C:24]1[CH:30]=[CH:29][CH:28]=[CH:27][C:25]=1[NH2:26]>C1(C)C=CC=CC=1>[C:1]([C:6]1[CH:7]=[N:8][C:9]2[C:14]([C:15]=1[NH:26][C:25]1[CH:27]=[CH:28][CH:29]=[CH:30][C:24]=1[CH3:23])=[CH:13][CH:12]=[CH:11][C:10]=2[O:17][CH2:18][CH2:19][CH2:20][S:21][CH3:22])(=[O:5])[CH2:2][CH2:3][CH3:4]. Reported procedure: A mixture of 3-butyryl-4-chloro-8-(3-methylthiopropoxy)quinoline (0.95 g, 2.97 mmol) and 2-methylaniline (1.27 g, 11.8 mmol) in toluene was heated to 55° C. and stirred overnight. The solvent was evaporated and the residue was partioned between methylene chloride and a saturated sodium bicarbonate solution. The organic layer was dried over Na2SO4 and evaporated. The residue was chromatographed (SiO2 ; CH2Cl2MeOH 95:5) yielding 0.98 g (80.9%) of the desired product. Starting materials: COC([C@H](CC1=CC2=C(O[C@H](CO2)C2=CC=C(C=C2)OCC2=CC(=C(C=C2)Cl)Cl)C=C1)N[C@H](CC)C1=CC=CC=C1)=O ((S)-3-{(S)-2-[4-(3,4-Dichloro-benzyloxy)-phenyl]-2,3-dihydro-benzo[1,4]dioxin-6-yl}-2-((R)-1-phenyl-propylamino)-propionic acid methyl ester), C=O (formaldehyde). Product: COC(=O)[C@H]1N(CC=2C=C3C(=CC2C1)OC[C@@H](O3)C3=CC=C(C=C3)OCC3=CC(=C(C=C3)Cl)Cl)[C@H](CC)C3=CC=CC=C3 ((3S,8S)-3-[4-(3,4-Dichloro-benzyloxy)-phenyl]-7-((R)-1-phenyl-propyl)-2,3,6,7,8,9-hexahydro-[1,4]dioxino[2,3-g]isoquinoline-8-carboxylic acid methyl ester). Reaction SMILES: [CH3:1][O:2][C:3](=[O:42])[C@@H:4]([NH:32][C@@H:33]([C:36]1[CH:41]=[CH:40][CH:39]=[CH:38][CH:37]=1)[CH2:34][CH3:35])[CH2:5][C:6]1[CH:31]=[CH:30][C:9]2[O:10][C@@H:11]([C:14]3[CH:19]=[CH:18][C:17]([O:20][CH2:21][C:22]4[CH:27]=[CH:26][C:25]([Cl:28])=[C:24]([Cl:29])[CH:23]=4)=[CH:16][CH:15]=3)[CH2:12][O:13][C:8]=2[CH:7]=1.[CH2:43]=O>>[CH3:1][O:2][C:3]([C@@H:4]1[CH2:5][C:6]2[CH:7]=[C:8]3[O:13][CH2:12][C@H:11]([C:14]4[CH:15]=[CH:16][C:17]([O:20][CH2:21][C:22]5[CH:27]=[CH:26][C:25]([Cl:28])=[C:24]([Cl:29])[CH:23]=5)=[CH:18][CH:19]=4)[O:10][C:9]3=[CH:30][C:31]=2[CH2:43][N:32]1[C@@H:33]([C:36]1[CH:37]=[CH:38][CH:39]=[CH:40][CH:41]=1)[CH2:34][CH3:35])=[O:42]. Procedure: (S)-3-{(S)-2-[4-(3,4-Dichloro-benzyloxy)-phenyl]-2,3-dihydro-benzo[1,4]dioxin-6-yl}-2-((R)-1-phenyl-propylamino)-propionic acid methyl ester (0.165 g) was treated with formaldehyde according to General Procedure V to give (3S,8S)-3-[4-(3,4-Dichloro-benzyloxy)-phenyl]-7-((R)-1-phenyl-propyl)-2,3,6,7,8,9-hexahydro-[1,4]dioxino[2,3-g]isoquinoline-8-carboxylic acid methyl ester (0.13 g). This was treated with LiOH in THF:MeOH (1:3) according to General Procedure B to give (3S,8S)-3-[4-(3,4-Dichloro-... Starting materials: C(CCl)Cl (EDC), C(#N)C1=C(C=C(CN2C=NC=C2CC(=O)[O-])C=C1)F.[Li+] (lithium [1-(4-cyano-3-fluorobenzyl)-1H-imidazol-5-yl]acetate), C=1C=CC2=C(C1)N=NN2O (HOBT), Cl.N[C@H]1C(N(CC1)C1=CC=CC2=CC=C(C=C12)O)=O ((R)-3-amino-1-(7-hydroxynaphthalen-1-yl)-2-oxopyrrolidine hydrochloride), Example 10A, C(C)(C)N(C(C)C)CC (N,N-diisopropylethylamine). The solvent is CN(C)C=O (DMF). Yields the product C(#N)C1=C(C=C(CN2C=NC=C2CC(=O)N[C@H]2C(N(CC2)C2=CC=CC3=CC=C(C=C23)O)=O)C=C1)F ((R)-2-[1-(4-Cyano-3-fluorobenzyl)-1H-imidazol-5-yl]-N-(1-(7-hydroxynaphthalen-1-yl)-2-oxopyrrolidin-3-yl)acetamide). RXN SMILES: [C:1]([C:3]1[CH:18]=[CH:17][C:6]([CH2:7][N:8]2[C:12]([CH2:13][C:14]([O-:16])=O)=[CH:11][N:10]=[CH:9]2)=[CH:5][C:4]=1[F:19])#[N:2].[Li+].Cl.[NH2:22][C@@H:23]1[CH2:27][CH2:26][N:25]([C:28]2[C:37]3[C:32](=[CH:33][CH:34]=[C:35]([OH:38])[CH:36]=3)[CH:31]=[CH:30][CH:29]=2)[C:24]1=[O:39].C1C=CC2N(O)N=NC=2C=1.C(Cl)CCl.C(N(CC)C(C)C)(C)C>CN(C=O)C>[C:1]([C:3]1[CH:18]=[CH:17][C:6]([CH2:7][N:8]2[C:12]([CH2:13][C:14]([NH:22][C@@H:23]3[CH2:27][CH2:26][N:25]([C:28]4[C:37]5[C:32](=[CH:33][CH:34]=[C:35]([OH:38])[CH:36]=5)[CH:31]=[CH:30][CH:29]=4)[C:24]3=[O:39])=[O:16])=[CH:11][N:10]=[CH:9]2)=[CH:5][C:4]=1[F:19])#[N:2] |f:0.1,2.3|. Procedure details: A mixture of lithium [1-(4-cyano-3-fluorobenzyl)-1H-imidazol-5-yl]acetate, as described above in Step D, (46 mg, 0.18 mmol), (R)-3-amino-1-(7-hydroxynaphthalen-1-yl)-2-oxopyrrolidine hydrochloride, as described in Example 10A (45 mg, 0.16 mmol), HOBT (24 mg, 0.18 mmol), EDC (35 mg, 0.18 mmol), and N,N-diisopropylethylamine (0.084 mL, 0.48 mmol) was stirred in DMF (1 mL) at ambient temperature for 18 hours. The solvent was removed under reduced pressure and the residue was partitioned between sat...